Dataset: the Open Reaction Database (ORD), a public repository of structured organic reaction records. Task: describe an organic reaction: reactants, conditions, products, and yield Reactants: C(C)OC([C@H](CC(=O)C1=CC2=CC=CC=C2C=C1)O)=O ((2S)-2-Hydroxy-4-naphthalen-2-yl-4-oxo-butyric acid ethyl ester), C(C)OC([C@H](CC(=O)C1=CC2=CC=CC=C2C=C1)O)=O ((2S)-2-Hydroxy-4-naphthalen-2-yl-4-oxo-butyric acid ethyl ester), 3R, 3S, CCCCCC.CC(C)O (hexane iPrOH), 2R, 3S, 2R, 3R. Yields the product C(C)OC([C@H](C(C(C1=CC=CC=C1)=O)C)O)=O ((2S)-2-Hydroxy-3-methyl-4-oxo-4-phenyl-butyric acid ethyl ester). Reaction SMILES: [CH2:1]([O:3][C:4](=[O:20])[C@@H:5]([OH:19])[CH2:6][C:7]([C:9]1[CH:18]=[CH:17][C:16]2[C:11](=CC=CC=2)[CH:10]=1)=[O:8])[CH3:2].[CH3:21]CCCCC.CC(O)C>>[CH2:1]([O:3][C:4](=[O:20])[C@@H:5]([OH:19])[CH:6]([CH3:21])[C:7](=[O:8])[C:9]1[CH:10]=[CH:11][CH:16]=[CH:17][CH:18]=1)[CH3:2] |f:1.2|. Reported procedure: 1H NMR syn (CDCl3) δ=1.26 (t, 3H, J=7.0 Hz), 1.29 (d, 3H, J=7.0 Hz), 3.28 (br, (1H), 3.93 (dq, 1H, J=4.2, 7.0 Hz), 4.25 (q, 2H, J=7.0 Hz), 4.58 (d, 1H, J=4.2 Hz), 7.40-7.65 (m, 3H), 7.90-8.05 (m, 2H); anti (CDCl3) δ=1.20 (t, 3H, J=7.1 Hz), 1.36 (d, 3H, J=7.3 Hz), 3.61 (d, 1H, J=8.3 Hz), 3.98 (dq, 1H, J=4.6, 7.1 Hz), 4.10-4.25 (m, 2H), 4.39 (dd, 1H, J=4.6, 8.3 Hz), 7.40-7.65 (m, 3H); 13C NMR syn (CDCl3) δ=12.1, 14.0, 44.3, 61.9. 71.6, 128.4, 128.7, 133.3, 135.7, 173.1, 201.6; anti (CDCl3) δ=14.0,... RXN SMILES: [Br:13][CH2:14][CH2:15][CH2:16][CH2:17][Br:18].[CH3:1][c:2]1[nH:3][c:4]2[cH:5][cH:6][c:7]([OH:12])[cH:8][c:9]2[c:10]1[CH3:11]>>[CH3:1][c:2]1[nH:3][c:4]2[cH:5][cH:6][c:7]([O:12][CH2:17][CH2:16][CH2:15][CH2:14][Br:13])[cH:8][c:9]2[c:10]1[CH3:11]. Product: Cc1[nH]c2ccc(OCCCCBr)cc2c1C. The reactants are BrCCCCBr, Cc1[nH]c2ccc(O)cc2c1C. Reactants: FC(C(=O)O)(F)F (trifluoroacetic acid), O (water), C1N2CN3CN1CN(C2)C3 (hexamethylene tetramine), C(C1=CC(=C(C(=C1C)CO)O)C)C1=CC(=C(C(=C1C)CO)O)C (4,4′-methylene bis(2,5-dimethyl-6-hydroxymethylphenol)). Solvent: C1(=CC=CC=C1)C (toluene), C(C(C)C)C(=O)C (methyl isobutyl ketone). Run at temperature 80 celsius, time 20 hour. The product is C(C1=CC(=C(C(=C1C)C=O)O)C)C1=CC(=C(C(=C1C)C=O)O)C (4,4′-methylene bis(2,5-dimethyl-6-formylphenol)). The yield is 96.7%. As a reaction SMILES: FC(F)(F)C(O)=O.C1N2CN3CN(C2)CN1C3.[CH2:18]([C:30]1[C:35]([CH3:36])=[C:34]([CH2:37][OH:38])[C:33]([OH:39])=[C:32]([CH3:40])[CH:31]=1)[C:19]1[C:24]([CH3:25])=[C:23]([CH2:26][OH:27])[C:22]([OH:28])=[C:21]([CH3:29])[CH:20]=1.O>C1(C)C=CC=CC=1.C(C(C)=O)C(C)C>[CH2:18]([C:19]1[C:24]([CH3:25])=[C:23]([CH:26]=[O:27])[C:22]([OH:28])=[C:21]([CH3:29])[CH:20]=1)[C:30]1[C:35]([CH3:36])=[C:34]([CH:37]=[O:38])[C:33]([OH:39])=[C:32]([CH3:40])[CH:31]=1. Procedure: 171.0 g (1.5 mol) of trifluoroacetic acid was put in a four-way flask with a capacity of 1 liter and the reaction container was substituted by nitrogen, after which 47.3 g (0.34 mol) of hexamethylene tetramine was added at a temperature of approx. 25° C., and then 47.4 g (0.15 mol) of 4,4′-methylene bis(2,5-dimethyl-6-hydroxymethylphenol) was added under agitation over 2.5 hours at a temperature of 50° C. to cause reaction. After the entire amount of the material had been added, the temperature ... Starting materials: CC(=O)O, O=[N+]([O-])c1cc(O)c(Cl)cc1Cl, [Fe]. Yields the product Nc1cc(O)c(Cl)cc1Cl. Reaction SMILES: [CH3:13][C:14](=[O:15])[OH:16].[Cl:1][c:2]1[c:3]([OH:12])[cH:4][c:5]([N+:9]([O-:10])=[O:11])[c:6]([Cl:8])[cH:7]1.[Fe:17]>>[Cl:1][c:2]1[c:3]([OH:12])[cH:4][c:5]([NH2:9])[c:6]([Cl:8])[cH:7]1. The reactants are CC(CS(=O)(=O)Br)NC(=O)OCc1ccccc1, CCN, Cl, C1CCOC1. The product is CCNS(=O)(=O)CC(C)NC(=O)OCc1ccccc1. RXN SMILES: [CH2:1]([c:2]1[cH:3][cH:4][cH:5][cH:6][cH:7]1)[O:8][C:9](=[O:10])[NH:11][CH:12]([CH2:13][S:14](=[O:15])(=[O:16])[Br:17])[CH3:18].[CH3:19][CH2:20][NH2:21].[ClH:22].[O:23]1[CH2:24][CH2:25][CH2:26][CH2:27]1>>[CH2:1]([c:2]1[cH:3][cH:4][cH:5][cH:6][cH:7]1)[O:8][C:9](=[O:10])[NH:11][CH:12]([CH2:13][S:14](=[O:15])(=[O:16])[NH:21][CH2:20][CH3:19])[CH3:18]. The reactants are ClC=1C=C(C=C(C1OCCCOC(C1=CC=CC=C1)=O)Cl)OCC=C(Cl)Cl (3,5-dichloro-4-(3-benzoyloxypropyloxy)-1-(3,3-dichloro-2-propenyloxy)benzene), [OH-].[K+] (potassium hydroxide), crude product. The solvent is CO (methanol). Reaction conditions: time 24 hour. Product: ClC1=C(OCCCO)C(=CC(=C1)OCC=C(Cl)Cl)Cl (3-(2,6-dichloro-4-(3,3-dichloro-2-propenyloxy)phenoxy)-1-propanol). The yield is 83.1%. RXN SMILES: [Cl:1][C:2]1[CH:3]=[C:4]([O:22][CH2:23][CH:24]=[C:25]([Cl:27])[Cl:26])[CH:5]=[C:6]([Cl:21])[C:7]=1[O:8][CH2:9][CH2:10][CH2:11][O:12]C(=O)C1C=CC=CC=1.[OH-].[K+]>CO>[Cl:1][C:2]1[CH:3]=[C:4]([O:22][CH2:23][CH:24]=[C:25]([Cl:27])[Cl:26])[CH:5]=[C:6]([Cl:21])[C:7]=1[O:8][CH2:9][CH2:10][CH2:11][OH:12] |f:1.2|. Reported procedure: A reaction vessel was charged with 11.6 g of 3,5-dichloro-4-(3-benzoyloxypropyloxy)-1-(3,3-dichloro-2-propenyloxy)benzene, 15.2 g of 10% aqueous potassium hydroxide solution and 30 ml of methanol. After stirring at room temperature for 24 hours, the reaction mixture was concentrated. Water was poured into the concentrate, and the mixture was extracted twice with 150 ml of diethyl ether. The ether layers were combined, washed with water, dried over anhydrous magnesium sulfate, and then concentrat... Starting materials: CC(C)([O-])C.[K+] (potassium t-butoxide), C(C)(=O)O (Acetic acid), OCCC1=COC2=C1C=CC=C2OC (3-(2-hydroxyethyl)-7-methoxybenzofuran), C1(=CC=CC=C1)C1=CC=C(CCl)C=C1 (4-phenylbenzyl chloride). Solvent: CN(C)C=O (DMF), O (water). Conditions: time 20 minute. Yields the product C1(=CC=CC=C1)C1=CC=C(COCCC2=COC3=C2C=CC=C3OC)C=C1 (3-(2-(4-phenylbenzyloxy)ethyl)-7-methoxybenzofuran). The yield is 88.1%. RXN SMILES: [OH:1][CH2:2][CH2:3][C:4]1[C:8]2[CH:9]=[CH:10][CH:11]=[C:12]([O:13][CH3:14])[C:7]=2[O:6][CH:5]=1.CC(C)([O-])C.[K+].[C:21]1([C:27]2[CH:34]=[CH:33][C:30]([CH2:31]Cl)=[CH:29][CH:28]=2)[CH:26]=[CH:25][CH:24]=[CH:23][CH:22]=1.C(O)(=O)C>CN(C=O)C.O>[C:21]1([C:27]2[CH:28]=[CH:29][C:30]([CH2:31][O:1][CH2:2][CH2:3][C:4]3[C:8]4[CH:9]=[CH:10][CH:11]=[C:12]([O:13][CH3:14])[C:7]=4[O:6][CH:5]=3)=[CH:33][CH:34]=2)[CH:22]=[CH:23][CH:24]=[CH:25][CH:26]=1 |f:1.2|. Reported procedure: 3-(2-hydroxyethyl)-7-methoxybenzofuran (373 mg) was dissolved in DMF (7 ml) and potassium t-butoxide (261 mg) was added to the obtained solution, followed by stirring the resulting solution at room temperature for 20 minutes. To this reaction solution, 4-phenylbenzyl chloride (511 mg) was added and the solution was stirred at room temperature for 1 hour. Acetic acid was added to the reaction solution and the resultant was poured into water layer (50 ml), followed by extraction twice with ethyl a...